Dataset: the Open Reaction Database (ORD), a public repository of structured organic reaction records. Task: describe an organic reaction: reactants, conditions, products, and yield Starting materials: NC1=NC=CC=C1OCC1=CC=C(C=C1)F (2-amino-3-(4-fluorobenzyloxy)pyridine), Cl.CC1=C(C=CC=C1)CC(OCC)=N (ethyl 2methylphenylacetimidate hydrochloride). Run in C(C)O (ethanol). Yields the product Cl.FC1=CC=C(COC=2C(=NC=CC2)NC(CC2=C(C=CC=C2)C)=N)C=C1 (N-(3-(4-Fluorobenzyloxy)-2-pyridyl)-2-methylphenylacetamidine hydrochloride). The yield is 15.5%. RXN SMILES: [NH2:1][C:2]1[C:7]([O:8][CH2:9][C:10]2[CH:15]=[CH:14][C:13]([F:16])=[CH:12][CH:11]=2)=[CH:6][CH:5]=[CH:4][N:3]=1.[ClH:17].[CH3:18][C:19]1[CH:24]=[CH:23][CH:22]=[CH:21][C:20]=1[CH2:25][C:26](=[NH:30])OCC>C(O)C>[ClH:17].[F:16][C:13]1[CH:14]=[CH:15][C:10]([CH2:9][O:8][C:7]2[C:2]([NH:1][C:26](=[NH:30])[CH2:25][C:20]3[CH:21]=[CH:22][CH:23]=[CH:24][C:19]=3[CH3:18])=[N:3][CH:4]=[CH:5][CH:6]=2)=[CH:11][CH:12]=1 |f:1.2,4.5|. Reported procedure: A mixture of 2-amino-3-(4-fluorobenzyloxy)pyridine (4.36 g, 20 mmol) and ethyl 2methylphenylacetimidate hydrochloride (4.69 g, 22 mmol) in ethanol (80 ml) was heated under reflux for 2 hours. Evaporation of the solvent gave an oil, which was purified by flash chromatography (chloroform/methanol) to obtain the product (1.2 g), m.p. 199°-200° C. Starting materials: O=C([O-])O, ClCCl, COC(=O)Cl, NC(=O)C(c1ccc(F)cc1)(c1ccc(F)cc1)C1CCNCC1, [Na+]. Product: COC(=O)N1CCC(C(C(N)=O)(c2ccc(F)cc2)c2ccc(F)cc2)CC1. Reaction SMILES: [C:25](=[O:26])([OH:27])[O-:28].[CH2:35]([Cl:36])[Cl:37].[Cl:30][C:31](=[O:32])[O:33][CH3:34].[F:1][c:2]1[cH:3][cH:4][c:5]([C:8]([C:9](=[O:10])[NH2:11])([CH:12]2[CH2:13][CH2:14][NH:15][CH2:16][CH2:17]2)[c:18]2[cH:19][cH:20][c:21]([F:24])[cH:22][cH:23]2)[cH:6][cH:7]1.[Na+:29]>>[F:1][c:2]1[cH:3][cH:4][c:5]([C:8]([C:9](=[O:10])[NH2:11])([CH:12]2[CH2:13][CH2:14][N:15]([C:31](=[O:32])[O:33][CH3:34])[CH2:16][CH2:17]2)[c:18]2[cH:19][cH:20][c:21]([F:24])[cH:22][cH:23]2)[cH:6][cH:7]1. Starting materials: BrC1=CC=C(C=C1)N1C(NN=C1C[C@H]1CN(CC1)C(=O)C1CC1)=O (4-(4-bromophenyl)-5-{[(3S)-1-(cyclopropylcarbonyl)-3-pyrrolidinyl]methyl}-2,4-dihydro-3H-1,2,4-triazol-3-one), C1(=CC=CC2=CC=CC=C12)B(O)O (1-naphthalenylboronic acid), C([O-])([O-])=O.[K+].[K+] (potassium carbonate). Reagents/catalysts: C1=CC=C(C=C1)P([C-]2C=CC=C2)C3=CC=CC=C3.C1=CC=C(C=C1)P([C-]2C=CC=C2)C3=CC=CC=C3.Cl[Pd]Cl.[Fe+2].ClCCl (dichloro[1,1′-bis(diphenylphosphino)ferrocene]palladium(II) dichloromethane). Solvent: O1CCOCC1 (dioxane). Product: C1(CC1)C(=O)N1C[C@@H](CC1)CC=1N(C(NN1)=O)C1=CC=C(C=C1)C1=CC=CC2=CC=CC=C12 (5-{[(3S)-1-(cyclopropylcarbonyl)-3-pyrrolidinyl]methyl}-4-[4-(1-naphthalenyl)phenyl]-2,4-dihydro-3H-1,2,4-triazol-3-one). The yield is 56.0%. Reaction SMILES: Br[C:2]1[CH:7]=[CH:6][C:5]([N:8]2[C:12]([CH2:13][C@@H:14]3[CH2:18][CH2:17][N:16]([C:19]([CH:21]4[CH2:23][CH2:22]4)=[O:20])[CH2:15]3)=[N:11][NH:10][C:9]2=[O:24])=[CH:4][CH:3]=1.[C:25]1(B(O)O)[C:34]2[C:29](=[CH:30][CH:31]=[CH:32][CH:33]=2)[CH:28]=[CH:27][CH:26]=1.C(=O)([O-])[O-].[K+].[K+]>O1CCOCC1.C1C=CC(P(C2C=CC=CC=2)[C-]2C=CC=C2)=CC=1.C1C=CC(P(C2C=CC=CC=2)[C-]2C=CC=C2)=CC=1.Cl[Pd]Cl.[Fe+2].ClCCl>[CH:21]1([C:19]([N:16]2[CH2:17][CH2:18][C@@H:14]([CH2:13][C:12]3[N:8]([C:5]4[CH:6]=[CH:7][C:2]([C:33]5[C:34]6[C:29](=[CH:28][CH:27]=[CH:26][CH:25]=6)[CH:30]=[CH:31][CH:32]=5)=[CH:3][CH:4]=4)[C:9](=[O:24])[NH:10][N:11]=3)[CH2:15]2)=[O:20])[CH2:23][CH2:22]1 |f:2.3.4,6.7.8.9.10|. Procedure: A solution of 4-(4-bromophenyl)-5-{[(3S)-1-(cyclopropylcarbonyl)-3-pyrrolidinyl]methyl}-2,4-dihydro-3H-1,2,4-triazol-3-one (0.256 mmol) in dioxane (1.5 mL) was treated with 1-naphthalenylboronic acid (0.281 mmol), dichloro[1,1′-bis(diphenylphosphino)ferrocene]palladium(II)-dichloromethane adduct (10 mg), and 2M aq potassium carbonate (0.767 mmol). The reaction mixture was purged with nitrogen, sealed, and irradiated in a microwave (Biotage Initiator) at 150° C. for 15 min. The reaction mixture w... Starting materials: ClC1=NC=C(C(=N1)Cl)F (2,4-dichloro-5-fluoropyrimidine), C1(=CC=CC=C1)C=1C=C(N)C=CC1 (3-phenylaniline). The product is C1(=CC=CC=C1)C=1C=C(C=CC1)NC1=NC=C(C(=N1)NC1=CC(=CC=C1)C1=CC=CC=C1)F (N2,N4-bis[(3-phenyl)phenyl]-5-fluoro-2,4-pyrimidinediamine). As a reaction SMILES: Cl[C:2]1[N:7]=[C:6](Cl)[C:5]([F:9])=[CH:4][N:3]=1.[C:10]1([C:16]2[CH:17]=[C:18]([CH:20]=[CH:21][CH:22]=2)[NH2:19])[CH:15]=[CH:14][CH:13]=[CH:12][CH:11]=1>>[C:10]1([C:16]2[CH:17]=[C:18]([NH:19][C:2]3[N:7]=[C:6]([NH:19][C:18]4[CH:20]=[CH:21][CH:22]=[C:16]([C:10]5[CH:11]=[CH:12][CH:13]=[CH:14][CH:15]=5)[CH:17]=4)[C:5]([F:9])=[CH:4][N:3]=3)[CH:20]=[CH:21][CH:22]=2)[CH:11]=[CH:12][CH:13]=[CH:14][CH:15]=1. Reported procedure: In like manner to the preparation of N2,N4-bis(3-hydroxyphenyl)-5-fluoro-2,4-pyrimidinediamine, 2,4-dichloro-5-fluoropyrimidine and 3-phenylaniline were reacted to yield N2,N4-bis[(3-phenyl)phenyl]-5-fluoro-2,4-pyrimidinediamine. 1H NMR (CD3OD): δ 8.02 (d, 1H, J=5.1 Hz), 7.82 (t, 1H, J=1.5 Hz), 7.67 (t, 1H, J=1.8 Hz), 7.58 (dd, 1H, J=1.2 and 7.2 Hz), 7.42–7.24 (m, 15H); LCMS: ret. time: 32.06 min.; purity: 94%; MS (m/e): 433 (MH+). Starting materials: C(CCC)[Li] (n-Butyl lithium), BrC=1C=C(C#N)C=CC1 (3-bromobenzonitrile), [Cl-].[NH4+] (ammonium chloride), N1=C(C=CC2=CC=CC=C12)/C=C/C=1C=C(C=O)C=CC1 (3-[2(E)-(quinolin-2-yl)ethenyl]benzaldehyde). Run in CCCCCC (hexane), O1CCCC1 (tetrahydrofuran), CCOCC (ether), O1CCCC1 (tetrahydrofuran). Conditions: temperature -100 celsius, time 5 minute. Yields the product OC(C1=CC(=CC=C1)\C=C\C1=NC2=CC=CC=C2C=C1)C=1C=C(C#N)C=CC1 (3-[α-Hydroxy-3-{2-(E)-(quinolin-2-yl)ethenyl}benzyl]benzonitrile). RXN SMILES: C([Li])CCC.Br[C:7]1[CH:8]=[C:9]([CH:12]=[CH:13][CH:14]=1)[C:10]#[N:11].[N:15]1[C:24]2[C:19](=[CH:20][CH:21]=[CH:22][CH:23]=2)[CH:18]=[CH:17][C:16]=1/[CH:25]=[CH:26]/[C:27]1[CH:28]=[C:29]([CH:32]=[CH:33][CH:34]=1)[CH:30]=[O:31].[Cl-].[NH4+]>CCCCCC.O1CCCC1.CCOCC>[OH:31][CH:30]([C:7]1[CH:8]=[C:9]([CH:12]=[CH:13][CH:14]=1)[C:10]#[N:11])[C:29]1[CH:32]=[CH:33][CH:34]=[C:27](/[CH:26]=[CH:25]/[C:16]2[CH:17]=[CH:18][C:19]3[C:24](=[CH:23][CH:22]=[CH:21][CH:20]=3)[N:15]=2)[CH:28]=1 |f:3.4|. Procedure: 2.5M n-Butyl lithium solution in hexane (2.6 ml) was added dropwise to a stirred solution of 3-bromobenzonitrile (1.2 g, 6.56 mmol) in tetrahydrofuran (20 ml) and ether (20 ml) at -100° to -110° C. under nitrogen. The yellow solution was stirred at -100° C. for 5 minutes, then a solution of 3-[2(E)-(quinolin-2-yl)ethenyl]benzaldehyde (1.7 g, 6.56 mmol) in tetrahydrofuran (7 ml) was added. The dark brown solution was allowed to warm to room temperature, poured onto saturated ammonium chloride sol... Starting materials: N(=O)OC(C)(C)C (t-butyl nitrite), NC1=C(C=NN1C1=C(C=C(C=C1Cl)C(F)(F)F)Cl)[N+](=O)[O-] (5-amino-4-nitro-1-(2,6-dichloro-4-trifluoromethyl-phenyl)-pyrazole), C(Br)(Br)Br (bromoform). Yields the product ClC1=C(C(=CC(=C1)C(F)(F)F)Cl)N1N=CC(=C1Br)[N+](=O)[O-] (1-(2,6-dichloro-4-trifluoromethyl-phenyl)-4-nitro-5-bromo-pyrazole). Yield: 89.0%. RXN SMILES: N(OC(C)(C)C)=O.N[C:9]1[N:13]([C:14]2[C:19]([Cl:20])=[CH:18][C:17]([C:21]([F:24])([F:23])[F:22])=[CH:16][C:15]=2[Cl:25])[N:12]=[CH:11][C:10]=1[N+:26]([O-:28])=[O:27].C(Br)(Br)[Br:30]>>[Cl:25][C:15]1[CH:16]=[C:17]([C:21]([F:24])([F:23])[F:22])[CH:18]=[C:19]([Cl:20])[C:14]=1[N:13]1[C:9]([Br:30])=[C:10]([N+:26]([O-:28])=[O:27])[CH:11]=[N:12]1. Procedure details: 18 ml (0.16 mole) of t-butyl nitrite are added dropwise to 17.1 g (0.05 mole) of 5-amino-4-nitro-1-(2,6-dichloro-4-trifluoromethyl-phenyl)-pyrazole (compare DE-OS (German Published Specification) No. 3,402,308), supra, in 75 ml of bromoform in the course of 15 minutes, with stirring, whereupon the temperature of the reaction mixture rises to 50° C. When the addition has ended, the mixture is stirred at the reflux temperature for a further hour and concentrated in vacuo. 18.0 g (89% of theory) of...